This data is from the Open Reaction Database (ORD), a public repository of structured organic reaction records. The task is: describe an organic reaction: reactants, conditions, products, and yield Reactants: NC1CCN(Cc2ccc(Cl)cc2)C1, CCOC(=O)C=Cc1cnc(Cl)cn1, [K+], [K+], O=C([O-])[O-], CN(C)C=O. Product: CCOC(=O)C=Cc1cnc(NC2CCN(Cc3ccc(Cl)cc3)C2)cn1. As a reaction SMILES: [Cl:15][c:16]1[cH:17][cH:18][c:19]([CH2:20][N:21]2[CH2:22][CH:23]([NH2:26])[CH2:24][CH2:25]2)[cH:27][cH:28]1.[Cl:1][c:2]1[n:3][cH:4][c:5]([CH:8]=[CH:9][C:10](=[O:11])[O:12][CH2:13][CH3:14])[n:6][cH:7]1.[K+:29].[K+:30].[O-:31][C:32]([O-:33])=[O:34].[O:35]=[CH:36][N:37]([CH3:38])[CH3:39]>>[c:2]1([NH:26][CH:23]2[CH2:22][N:21]([CH2:20][c:19]3[cH:18][cH:17][c:16]([Cl:15])[cH:28][cH:27]3)[CH2:25][CH2:24]2)[n:3][cH:4][c:5]([CH:8]=[CH:9][C:10](=[O:11])[O:12][CH2:13][CH3:14])[n:6][cH:7]1. Reactants: O=C1CCC(=O)N1Br, Cc1ccc2ccccc2c1Br, ClC(Cl)(Cl)Cl. Yields the product BrCc1ccc2ccccc2c1Br. RXN SMILES: [Br:13][N:14]1[C:15](=[O:16])[CH2:17][CH2:18][C:19]1=[O:20].[Br:1][c:2]1[c:3]([CH3:12])[cH:4][cH:5][c:6]2[cH:7][cH:8][cH:9][cH:10][c:11]12.[C:21]([Cl:22])([Cl:23])([Cl:24])[Cl:25]>>[Br:1][c:2]1[c:3]([CH2:12][Br:13])[cH:4][cH:5][c:6]2[cH:7][cH:8][cH:9][cH:10][c:11]12. The reactants are C1CCOC1, CO, Cc1ccc2nc(OCc3ccccc3Cl)cc(C(=O)OCc3ccccc3Cl)c2c1, Cl, [Na+], [OH-], O. The product is Cc1ccc2nc(OCc3ccccc3Cl)cc(C(=O)O)c2c1. Reaction SMILES: [CH2:37]1[O:38][CH2:39][CH2:40][CH2:41]1.[CH3:34][OH:35].[Cl:1][c:2]1[c:3]([CH2:4][O:5][c:6]2[n:7][c:8]3[cH:9][cH:10][c:11]([CH3:27])[cH:12][c:13]3[c:14]([C:16](=[O:17])[O:18][CH2:19][c:20]3[cH:21][cH:22][cH:23][cH:24][c:25]3[Cl:26])[cH:15]2)[cH:28][cH:29][cH:30][cH:31]1.[ClH:36].[Na+:33].[OH-:32].[OH2:42]>>[Cl:1][c:2]1[c:3]([CH2:4][O:5][c:6]2[n:7][c:8]3[cH:9][cH:10][c:11]([CH3:27])[cH:12][c:13]3[c:14]([C:16](=[O:17])[OH:18])[cH:15]2)[cH:28][cH:29][cH:30][cH:31]1. Starting materials: [H-].[Na+] (sodium hydride), [N+](=O)([O-])C=1C=C(C=CC1)N1C(NC(C2=C1N=CC=C2)=O)=O (1-(m-nitrophenyl)pyrido[2,3-d]pyrimidine-2,4 (1H,3H)-dione), C(C1=CC=CC=C1)Br (benzyl bromide). The solvent is CN(C=O)C (dimethylformamide). Conditions: time 10 minute. The product is [N+](=O)([O-])C=1C=C(C=CC1)N1C(N(C(C2=C1N=CC=C2)=O)CC2=CC=CC=C2)=O (1-(m-nitrophenyl)-3-benzylpyrido[2,3-d]pyrimidine-2,4(1H,3H)-dione). Yield: 89.5%. RXN SMILES: [N+:1]([C:4]1[CH:5]=[C:6]([N:10]2[C:15]3[N:16]=[CH:17][CH:18]=[CH:19][C:14]=3[C:13](=[O:20])[NH:12][C:11]2=[O:21])[CH:7]=[CH:8][CH:9]=1)([O-:3])=[O:2].[H-].[Na+].[CH2:24](Br)[C:25]1[CH:30]=[CH:29][CH:28]=[CH:27][CH:26]=1>CN(C)C=O>[N+:1]([C:4]1[CH:5]=[C:6]([N:10]2[C:15]3[N:16]=[CH:17][CH:18]=[CH:19][C:14]=3[C:13](=[O:20])[N:12]([CH2:24][C:25]3[CH:30]=[CH:29][CH:28]=[CH:27][CH:26]=3)[C:11]2=[O:21])[CH:7]=[CH:8][CH:9]=1)([O-:3])=[O:2] |f:1.2|. Procedure details: To a mixture of 2.8 g of 1-(m-nitrophenyl)pyrido[2,3-d]pyrimidine-2,4 (1H,3H)-dione and 30 ml of dry dimethylformamide was added 0.6 g of approximately 50 % sodium hydride. The mixture was stirred for 30 minutes at room temperature and for additional 10 minutes at a temperature of 70°-80°C. To the mixture was further added dropwise 3.4 g of benzyl bromide and stirring was continued for 30 minutes. The solvent was removed from the resulting mixture by distillation, and to the residue was added wa... Starting materials: OCc1ncn2cc(Br)sc12, CCOCC, ClCCl, [Mg+2], O=S(=O)([O-])[O-], O=[Cr](=O)([O-])Cl, c1cc[nH+]cc1. Yields the product O=Cc1ncn2cc(Br)sc12. RXN SMILES: [Br:1][c:2]1[cH:3][n:4]2[c:5]([s:6]1)[c:7]([CH2:10][OH:11])[n:8][cH:9]2.[CH3:26][CH2:27][O:28][CH2:29][CH3:30].[Cl:23][CH2:24][Cl:25].[Mg+2:31].[O-:32][S:33](=[O:34])(=[O:35])[O-:36].[O:12]=[Cr:13]([Cl:14])([O-:15])=[O:16].[nH+:17]1[cH:18][cH:19][cH:20][cH:21][cH:22]1>>[Br:1][c:2]1[cH:3][n:4]2[c:5]([s:6]1)[c:7]([CH:10]=[O:11])[n:8][cH:9]2. Reactants: C=CCC(C)(C)COC(=O)NC(C(=O)N1CC(Oc2nccc3cc(OC)c(Br)cc23)CC1C(=O)OCC)C1CCCCC1, CCCCC([Sn])=C(CCCC)CCCC, c1ccc(P(c2ccccc2)(c2ccccc2)[Pd](P(c2ccccc2)(c2ccccc2)c2ccccc2)(P(c2ccccc2)(c2ccccc2)c2ccccc2)P(c2ccccc2)(c2ccccc2)c2ccccc2)cc1. Yields the product C=CCC(C)(C)COC(=O)NC(C(=O)N1CC(Oc2nccc3cc(OC)c(C=C)cc23)CC1C(=O)OCC)C1CCCCC1. As a reaction SMILES: [Br:1][c:2]1[c:3]([O:43][CH3:44])[cH:4][c:5]2[cH:6][cH:7][n:8][c:9]([O:12][CH:13]3[CH2:14][CH:15]([C:38](=[O:39])[O:40][CH2:41][CH3:42])[N:16]([C:18]([CH:19]([NH:20][C:21](=[O:22])[O:23][CH2:24][C:25]([CH2:26][CH:27]=[CH2:28])([CH3:29])[CH3:30])[CH:31]4[CH2:32][CH2:33][CH2:34][CH2:35][CH2:36]4)=[O:37])[CH2:17]3)[c:10]2[cH:11]1.[CH2:45]([CH2:46][CH2:58][CH3:59])[C:47]([Sn:48])=[C:49]([CH2:50][CH2:51][CH2:52][CH3:53])[CH2:54][CH2:55][CH2:56][CH3:57].[cH:60]1[cH:61][cH:62][c:63]([P:64]([Pd:65]([P:66]([c:67]2[cH:68][cH:69][cH:70][cH:71][cH:72]2)([c:73]2[cH:74][cH:75][cH:76][cH:77][cH:78]2)[c:79]2[cH:80][cH:81][cH:82][cH:83][cH:84]2)([P:85]([c:86]2[cH:87][cH:88][cH:89][cH:90][cH:91]2)([c:92]2[cH:93][cH:94][cH:95][cH:96][cH:97]2)[c:98]2[cH:99][cH:100][cH:101][cH:102][cH:103]2)[P:104]([c:105]2[cH:106][cH:107][cH:108][cH:109][cH:110]2)([c:111]2[cH:112][cH:113][cH:114][cH:115][cH:116]2)[c:117]2[cH:118][cH:119][cH:120][cH:121][cH:122]2)([c:123]2[cH:124][cH:125][cH:126][cH:127][cH:128]2)[c:129]2[cH:130][cH:131][cH:132][cH:133][cH:134]2)[cH:135][cH:136]1>>[c:2]1([CH:45]=[CH2:46])[c:3]([O:43][CH3:44])[cH:4][c:5]2[cH:6][cH:7][n:8][c:9]([O:12][CH:13]3[CH2:14][CH:15]([C:38](=[O:39])[O:40][CH2:41][CH3:42])[N:16]([C:18]([CH:19]([NH:20][C:21](=[O:22])[O:23][CH2:24][C:25]([CH2:26][CH:27]=[CH2:28])([CH3:29])[CH3:30])[CH:31]4[CH2:32][CH2:33][CH2:34][CH2:35][CH2:36]4)=[O:37])[CH2:17]3)[c:10]2[cH:11]1. The reactants are BrC=1C=CC(=NC1)C#N (5-bromopicolinonitrile), B(F)(F)F.CCOCC (boron trifluoride diethyl etherate), [Cl-].[NH4+] (Ammonium chloride), C(C)[Mg]Br (ethylmagnesium bromide). The reagents and catalysts are C(CC)O[Ti](OCCC)(OCCC)OCCC (tetrapropoxytitanium). Conditions: time 3 hour. Yields the product BrC=1C=CC(=NC1)C1(CC1)N (1-(5-bromopyridin-2-yl)cyclopropanamine). As a reaction SMILES: [Br:1][C:2]1[CH:3]=[CH:4][C:5]([C:8]#[N:9])=[N:6][CH:7]=1.B(F)(F)F.[CH3:14][CH2:15]OCC.C([Mg]Br)C.[Cl-].[NH4+]>C(O[Ti](OCCC)(OCCC)OCCC)CC>[Br:1][C:2]1[CH:3]=[CH:4][C:5]([C:8]2([NH2:9])[CH2:15][CH2:14]2)=[N:6][CH:7]=1 |f:1.2,4.5|. Procedure: To a mixture of 5-bromopicolinonitrile (1.82 g, 10.0 mmol), tetrapropoxytitanium (3.26 ml, 11.0 mmol) and boron trifluoride diethyl etherate (2.51 ml 20.0 mmol) at 0° C. was added ethylmagnesium bromide (1.0M in ether, 22 ml, 22.0 mmol) The resulting solution was allowed to stir at it for 3 h. Ammonium chloride solution was added and the solution was extracted with ethyl acetate for three times. The organic layers were collected and washed with brine and dried over sodium sulfate. After concentr... The reactants are ClC1=NC(=C(C2=C1C(N(C2)CC2=C(C=C(C=C2)OC)OC)=O)F)N[C@H]2[C@H](CCCC2)NC(OC(C)(C)C)=O (tert-butyl (1S,2R)-2-(4-chloro-2-(2,4-dimethoxybenzyl)-7-fluoro-3-oxo-2,3-dihydro-1H-pyrrolo[3,4-c]pyridin-6-ylamino)cyclohexylcarbamate), CC1(OB(OC1(C)C)C=1C=NN2C1C=CC=C2)C (3-(4,4,5,5-tetramethyl-1,3,2-dioxaborolan-2-yl)pyrazolo[1,5-a]pyridine), C([O-])([O-])=O.[Na+].[Na+] (sodium carbonate). Reagents/catalysts: C=1C=CC(=CC1)[P](C=2C=CC=CC2)(C=3C=CC=CC3)[Pd]([P](C=4C=CC=CC4)(C=5C=CC=CC5)C=6C=CC=CC6)([P](C=7C=CC=CC7)(C=8C=CC=CC8)C=9C=CC=CC9)[P](C=1C=CC=CC1)(C=1C=CC=CC1)C=1C=CC=CC1 (tetrakis(triphenylphosphine)palladium). Run in COCCOC (DME), O (H2O). Conditions: temperature 85 celsius, time 3 hour. Product: COC1=C(CN2C(C=3C(=NC(=C(C3C2)F)N[C@H]2[C@H](CCCC2)NC(OC(C)(C)C)=O)C=2C=NN3C2C=CC=C3)=O)C=CC(=C1)OC (tert-butyl (1S,2R)-2-(2-(2,4-dimethoxybenzyl)-7-fluoro-3-oxo-4-(pyrazolo[1,5-a]pyridin-3-yl)-2,3-dihydro-1H-pyrrolo[3,4-c]pyridin-6-ylamino)cyclohexylcarbamate). Isolated yield 46.2%. As a reaction SMILES: Cl[C:2]1[C:7]2[C:8](=[O:22])[N:9]([CH2:11][C:12]3[CH:17]=[CH:16][C:15]([O:18][CH3:19])=[CH:14][C:13]=3[O:20][CH3:21])[CH2:10][C:6]=2[C:5]([F:23])=[C:4]([NH:24][C@@H:25]2[CH2:30][CH2:29][CH2:28][CH2:27][C@@H:26]2[NH:31][C:32](=[O:38])[O:33][C:34]([CH3:37])([CH3:36])[CH3:35])[N:3]=1.CC1(C)C(C)(C)OB([C:47]2[CH:48]=[N:49][N:50]3[CH:55]=[CH:54][CH:53]=[CH:52][C:51]=23)O1.C(=O)([O-])[O-].[Na+].[Na+]>COCCOC.O.C1C=CC([P]([Pd]([P](C2C=CC=CC=2)(C2C=CC=CC=2)C2C=CC=CC=2)([P](C2C=CC=CC=2)(C2C=CC=CC=2)C2C=CC=CC=2)[P](C2C=CC=CC=2)(C2C=CC=CC=2)C2C=CC=CC=2)(C2C=CC=CC=2)C2C=CC=CC=2)=CC=1>[CH3:21][O:20][C:13]1[CH:14]=[C:15]([O:18][CH3:19])[CH:16]=[CH:17][C:12]=1[CH2:11][N:9]1[CH2:10][C:6]2[C:5]([F:23])=[C:4]([NH:24][C@@H:25]3[CH2:30][CH2:29][CH2:28][CH2:27][C@@H:26]3[NH:31][C:32](=[O:38])[O:33][C:34]([CH3:37])([CH3:36])[CH3:35])[N:3]=[C:2]([C:47]3[CH:48]=[N:49][N:50]4[CH:55]=[CH:54][CH:53]=[CH:52][C:51]=34)[C:7]=2[C:8]1=[O:22] |f:2.3.4,^1:73,75,94,113|. Procedure details: A mixture of tert-butyl (1S,2R)-2-(4-chloro-2-(2,4-dimethoxybenzyl)-7-fluoro-3-oxo-2,3-dihydro-1H-pyrrolo[3,4-c]pyridin-6-ylamino)cyclohexylcarbamate (100 mg, 0.182 mmol), 3-(4,4,5,5-tetramethyl-1,3,2-dioxaborolan-2-yl)pyrazolo[1,5-a]pyridine (53.4 mg, 0.219 mmol), sodium carbonate (48.3 mg, 0.455 mmol) and tetrakis(triphenylphosphine)palladium (21.05 mg, 0.018 mmol) in DME (1 mL) and H2O (0.333 mL) was stirred at 85° C. for 3 h. Following reaction, the mixture was filtered and the filtrate was ... RXN SMILES: [F:1][C:2]([F:12])([F:11])[C:3](=O)[CH2:4][C:5]([O:7][CH2:8][CH3:9])=[O:6].[C:13]([C:16]1[CH:23]=[CH:22][C:19]([CH:20]=O)=[CH:18][CH:17]=1)([OH:15])=[O:14].Cl.[NH2:25][C:26]1[N:30]2[CH2:31][CH2:32][CH2:33][N:29]2[C:28](=[O:34])[CH:27]=1.CC[O-].[Na+]>CCO.O>[CH2:8]([O:7][C:5]([C:4]1[CH:20]([C:19]2[CH:22]=[CH:23][C:16]([C:13]([OH:15])=[O:14])=[CH:17][CH:18]=2)[C:27]2[C:28](=[O:34])[N:29]3[CH2:33][CH2:32][CH2:31][N:30]3[C:26]=2[NH:25][C:3]=1[C:2]([F:12])([F:11])[F:1])=[O:6])[CH3:9] |f:2.3,4.5|. Starting materials: FC(C(CC(=O)OCC)=O)(F)F (ethyl 4,4,4-trifluoroacetoacetate), C(=O)(O)C1=CC=C(C=O)C=C1 (4-carboxybenzaldehyde), Cl.NC1=CC(N2N1CCC2)=O (3-amino-6,7-dihydro-1H,5H-pyrazolo[1,2-a]pyrazol-1-one hydrochloride), CC[O-].[Na+] (NaOEt), Heterocyclic. The solvent is CCO (EtOH), O (water). Reported procedure: A mixture of ethyl 4,4,4-trifluoroacetoacetate (0.3 mL, 2.05 mmol), 4-carboxybenzaldehyde (300 mg, 2.00 mmol), 3-amino-6,7-dihydro-1H,5H-pyrazolo[1,2-a]pyrazol-1-one hydrochloride (refs. R. B. Greenwald, U.S. Pat. No. 4,128,425, and E. E. Boros, F. Bouvier, S. Randhawa and M. H. Rabinowitz, J. Heterocyclic Chem., 2001, 38, 613–616.) (˜350 mg, 2.00 mmol) and NaOEt (170 mg, 2.5 mmol) in EtOH (5 mL) was heated at reflux for 24 h. The reaction mixture was diluted with water and the resulting precipi... Yields the product C(C)OC(=O)C=1C(C2=C(NC1C(F)(F)F)N1N(C2=O)CCC1)C1=CC=C(C(=O)O)C=C1 (4-[3-(Ethoxycarbonyl)-5-oxo-2-(trifluoromethyl)-1,5,8,9-tetrahydro-4H,7H-pyrazolo[1′,2′:1,2]pyrazolo[3,4-b]pyridin-4-yl]benzoic acid). Yield: 51.0%. Starting materials: O[C@@](CCC=1C(C(=C(C(C1C)=O)C)C)=O)(CO)C ((S)-(+)-5-(3,4-dihydroxy-3-methyl-1-butyl)-2,3,6-trimethyl-p-benzoquinone), [H][H] (hydrogen), C (charcoal). Reagents/catalysts: [Pd] (palladium). Run in C(C)(=O)OCC (ethyl acetate). The product is O[C@@](CCC=1C(=C(C(=C(O)C1C)C)C)O)(CO)C ((S)-5-(3,4-dihydroxy-3-methyl-1-butyl)-2,3,6-trimethylhydroquinone). Yield: 100.8%. Reaction SMILES: [OH:1][C@:2]([CH3:18])([CH2:16][OH:17])[CH2:3][CH2:4][C:5]1[C:6](=[O:15])[C:7]([CH3:14])=[C:8]([CH3:13])[C:9](=[O:12])[C:10]=1[CH3:11].[H][H].C>C(OCC)(=O)C.[Pd]>[OH:1][C@:2]([CH3:18])([CH2:16][OH:17])[CH2:3][CH2:4][C:5]1[C:6]([OH:15])=[C:7]([CH3:14])[C:8]([CH3:13])=[C:9]([C:10]=1[CH3:11])[OH:12]. Reported procedure: A solution of 0.405 g (1.6 mmoles) of (S)-(+)-5-(3,4-dihydroxy-3-methyl-1-butyl)-2,3,6-trimethyl-p-benzoquinone in 20 ml of ethyl acetate was stirred in an atmosphere of hydrogen, in the presence of 0.04 g of 5% by weight palladium on 95% by weight charcoal until H2 uptake ceased (ca. 1 hr; 38 ml H2 absorbed). The catalyst was filtered and the filtrate was concentrated giving 0.41 g of (S)-5-(3,4-dihydroxy-3-methyl-1-butyl)-2,3,6-trimethylhydroquinone as a tan solid, mp 124°-131.5°.